This data is from the Open Reaction Database (ORD), a public repository of structured organic reaction records. The task is: describe an organic reaction: reactants, conditions, products, and yield Reactants: CC(C)([O-])C.[K+] (potassium tert-butoxide), BrCC1=CC=C(C=C1)C(F)(F)P(OC(C)(C)C)(OC(C)(C)C)=O (di(tert-butyl) [4-(bromomethyl)phenyl](difluoro)methylphosphonate), C(C)(C)OC(C1=CC=C(C=C1)CC(=O)C1=CC=C(C=C1)F)=O (isopropyl-4-[2-(4-fluorophenyl)-2-oxoethyl]benzoate), C(C)(=O)[O-].[NH4+] (ammonium acetate), C(C)(C)OC(C1=CC=C(C=C1)CC(=O)C1=CC=C(C=C1)F)=O (isopropyl-4-[2-(4-fluorophenyl)-2-oxoethyl]benzoate). The solvent is C1CCOC1 (THF), C1CCOC1 (THF), C1CCOC1 (THF). Conditions: time 1 hour. Yields the product C(C)(C)(C)OP(=O)(OC(C)(C)C)C(C1=CC=C(CC(C(=O)C2=CC=C(C=C2)F)C2=CC=C(C(=O)OC(C)C)C=C2)C=C1)(F)F (isopropyl 4-[1-{4-[[di(tert-butoxy)phosphoryl](difluoro)methyl]benzyl}-2-(4-fluorophenyl)-2-oxoethyl]benzoate). Reaction SMILES: [CH:1]([O:4][C:5](=[O:22])[C:6]1[CH:11]=[CH:10][C:9]([CH2:12][C:13]([C:15]2[CH:20]=[CH:19][C:18]([F:21])=[CH:17][CH:16]=2)=[O:14])=[CH:8][CH:7]=1)([CH3:3])[CH3:2].CC(C)([O-])C.[K+].Br[CH2:30][C:31]1[CH:36]=[CH:35][C:34]([C:37]([P:40](=[O:51])([O:46][C:47]([CH3:50])([CH3:49])[CH3:48])[O:41][C:42]([CH3:45])([CH3:44])[CH3:43])([F:39])[F:38])=[CH:33][CH:32]=1.C([O-])(=O)C.[NH4+]>C1COCC1>[C:47]([O:46][P:40]([C:37]([F:39])([F:38])[C:34]1[CH:35]=[CH:36][C:31]([CH2:30][CH:12]([C:9]2[CH:10]=[CH:11][C:6]([C:5]([O:4][CH:1]([CH3:3])[CH3:2])=[O:22])=[CH:7][CH:8]=2)[C:13]([C:15]2[CH:16]=[CH:17][C:18]([F:21])=[CH:19][CH:20]=2)=[O:14])=[CH:32][CH:33]=1)([O:41][C:42]([CH3:45])([CH3:44])[CH3:43])=[O:51])([CH3:48])([CH3:49])[CH3:50] |f:1.2,4.5|. Procedure details: To a solution of isopropyl-4-[2-(4-fluorophenyl)-2-oxoethyl]benzoate (0.130 g, 0.433 mmol), (Example 4, Step 1) 18-crown-6 (0.03 g) in THF (2.2 ml ) at −2020 C. was added a solution of potassium tert-butoxide 1 M in THF (0.475 ml). To the reaction mixture was added a solution of di(tert-butyl) [4-(bromomethyl)phenyl](difluoro)methylphosphonate (0.196 g, 0.475 mmol) in THF (5 ml). The reaction was stirred at room temperature for 1 hour, and then saturated ammonium acetate solution (20 ml) was add...